From a dataset of the Open Reaction Database (ORD), a public repository of structured organic reaction records. describe an organic reaction: reactants, conditions, products, and yield The solvent is O1CCOCC1.O (dioxane water). Reactants: COC=1C=CC=CC1OCCNCC(COC=2C=CC=C3C2C=4C=CC=CC4N3)O (Carvedilol). Procedure: Carvedilol (4 g) was dissolved in 267 mL dioxane/water in the ratio 1:1.4 respectively by heating the mixture under stirring at 55° C. water bath. The resulting solution was left at room temperature without stirring for about 15 h then the crystals were filtered through a buchner funnel and dried in a desiccator (connected to air pump) until constant weight to yield Carvedilol Form III in a mixture with Carvedilol Form II. RXN SMILES: [CH3:1][O:2][C:3]1[CH:4]=[CH:5][CH:6]=[CH:7][C:8]=1[O:9][CH2:10][CH2:11][NH:12][CH2:13][CH:14]([OH:30])[CH2:15][O:16][C:17]1[CH:18]=[CH:19][CH:20]=[C:21]2[NH:29][C:28]3[CH:27]=[CH:26][CH:25]=[CH:24][C:23]=3[C:22]=12>O1CCOCC1.O>[CH3:1][O:2][C:3]1[CH:4]=[CH:5][CH:6]=[CH:7][C:8]=1[O:9][CH2:10][CH2:11][NH2:12].[CH3:1][O:2][C:3]1[CH:4]=[CH:5][CH:6]=[CH:7][C:8]=1[O:9][CH2:10][CH2:11][NH:12][CH2:13][CH:14]([OH:30])[CH2:15][O:16][C:17]1[CH:18]=[CH:19][CH:20]=[C:21]2[NH:29][C:28]3[CH:27]=[CH:26][CH:25]=[CH:24][C:23]=3[C:22]=12.[O:30]1[CH2:13][CH:14]1[CH2:15][O:16][C:17]1[C:22]2[C:23]3[C:28](=[CH:27][CH:26]=[CH:25][CH:24]=3)[NH:29][C:21]=2[CH:20]=[CH:19][CH:18]=1 |f:1.2|. Reaction conditions: temperature 55 celsius. Yields the product COC1=C(OCCN)C=CC=C1 (2-(2-Methoxyphenoxy)ethylamine), COC=1C=CC=CC1OCCNCC(COC=2C=CC=C3C2C=4C=CC=CC4N3)O (Carvedilol), O1C(C1)COC1=CC=CC=2NC3=CC=CC=C3C12 (4-(oxiran-2-ylmethoxy)-9H-carbazole).